Task: describe an organic reaction: reactants, conditions, products, and yield. Dataset: the Open Reaction Database (ORD), a public repository of structured organic reaction records Reactants: C(C)(C)(C)OC(=O)N1C(=NC(=C1)CC(C(=O)OCC1=CC=CC=C1)C1=CC2=C(C=C1)OCO2)CCCC (benzyl (2RS)-3-(1-tert-butoxycarbonyl-2-n-butylimidazol-4-yl)-2-(3,4-methylenedioxyphenyl)propionate). The reagents and catalysts are [Pd] (palladium on activated carbon). Run in CO (methanol), O (water). Run at time 1 hour. Product: C1OC=2C=C(C=CC2O1)C(C(=O)O)C (2-(3,4-methylenedioxyphenyl)propionic acid). Yield: 188.0%. As a reaction SMILES: C(OC(N1C=C([CH2:13][CH:14]([C:25]2[CH:30]=[CH:29][C:28]3[O:31][CH2:32][O:33][C:27]=3[CH:26]=2)[C:15]([O:17]CC2C=CC=CC=2)=[O:16])N=C1CCCC)=O)(C)(C)C>[Pd].CO.O>[CH2:32]1[O:31][C:28]2[CH:29]=[CH:30][C:25]([CH:14]([CH3:13])[C:15]([OH:17])=[O:16])=[CH:26][C:27]=2[O:33]1. Procedure: The mixture of benzyl (2RS)-3-(1-tert-butoxycarbonyl-2-n-butylimidazol-4-yl)-2-(3,4-methylenedioxyphenyl)propionate (2R:2S=1:4, 3.65 g) and 10% palladium on activated carbon (1.0 g) in methanol (50 ml) and water (5 ml) was shaken under hydrogen atmosphere (3 atmospheric pressure) at ambient temperature for 1 hour. The catalyst was filtered through a bed of celite and the filtrate was evaporated in vacuo. The residue was diluted with AcOEt (ethyl acetate) and the organic layer was washed with bri... Reactants: BrC=1C=CC(=C(C(=O)OC(C)(C)C)C1)Cl (tert-Butyl 5-bromo-2-chlorobenzoate). The reagents and catalysts are Cl[Pd]([P](C1=CC=CC=C1)(C2=CC=CC=C2)C3=CC=CC=C3)([P](C4=CC=CC=C4)(C5=CC=CC=C5)C6=CC=CC=C6)Cl (dichlorobis(triphenylphosphine)-palladium(II)). Run in CO (methanol), C(C)(C)N(C(C)C)CC (N,N-diisopropylethylamine). Conditions: time 12 hour. Product: ClC1=C(C=C(C(=O)OC)C=C1)C(=O)OC(C)(C)C (3-tert-Butyl 1-methyl 4-chloroisophthalate). The yield is 76.0%. RXN SMILES: Br[C:2]1[CH:3]=[CH:4][C:5]([Cl:15])=[C:6]([CH:14]=1)[C:7]([O:9][C:10]([CH3:13])([CH3:12])[CH3:11])=[O:8]>CO.C(N(CC)C(C)C)(C)C.Cl[Pd](Cl)([P](C1C=CC=CC=1)(C1C=CC=CC=1)C1C=CC=CC=1)[P](C1C=CC=CC=1)(C1C=CC=CC=1)C1C=CC=CC=1>[Cl:15][C:5]1[CH:4]=[CH:3][C:2]([C:7]([O:9][CH3:10])=[O:8])=[CH:14][C:6]=1[C:7]([O:9][C:10]([CH3:13])([CH3:12])[CH3:11])=[O:8] |^1:29,48|. Procedure details: tert-Butyl 5-bromo-2-chlorobenzoate (1.9 g) (WO2003095430) was dissolved in methanol (18 ml) with N,N-diisopropylethylamine (2 mL) and dichlorobis(triphenylphosphine)-palladium(II) (0.134 g). The mixture was carbonylated at 85° C. for 12 h. The cooled solution was evaporated and purified by flash chromatography, eluting with 5:95 ethyl acetate/isohexane, to yield the subtitle compound as a colourless oil (0.67 g).